This data is from the Open Reaction Database (ORD), a public repository of structured organic reaction records. The task is: describe an organic reaction: reactants, conditions, products, and yield The reactants are ester, FC1=C(C(=CC(=C1)C1(COC1)O)F)C=1SC=C(N1)C(=O)OC (methyl 2-(2,6-difluoro-4-(3-hydroxyoxetan-3-yl)phenyl)thiazole-4-carboxylate), COCCN(CCOC)S(F)(F)F (deoxo-fluor). Run in ClCCl (dichloromethane). Product: FC1=C(C(=CC(=C1)C1(COC1)F)F)C=1SC=C(N1)C(=O)OC (methyl 2-(2,6-difluoro-4-(3-fluorooxetan-3-yl)phenyl)thiazole-4-carboxylate). As a reaction SMILES: [F:1][C:2]1[CH:7]=[C:6]([C:8]2(O)[CH2:11][O:10][CH2:9]2)[CH:5]=[C:4]([F:13])[C:3]=1[C:14]1[S:15][CH:16]=[C:17]([C:19]([O:21][CH3:22])=[O:20])[N:18]=1.COCCN(S(F)(F)[F:33])CCOC>ClCCl>[F:1][C:2]1[CH:7]=[C:6]([C:8]2([F:33])[CH2:11][O:10][CH2:9]2)[CH:5]=[C:4]([F:13])[C:3]=1[C:14]1[S:15][CH:16]=[C:17]([C:19]([O:21][CH3:22])=[O:20])[N:18]=1. Procedure: Following the procedure of Intermediate 104, replacing 2,6-difluoro-4-methoxyphenylboronic acid with 3-(3,5-difluoro-4-(4,4,5,5-tetramethyl-1,3,2-dioxaborolan-2-yl)phenyl)oxetan-3-ol (see US2012/225062) gave the title compound, after adding the following fluorination step prior to ester hydrolysis: A solution of methyl 2-(2,6-difluoro-4-(3-hydroxyoxetan-3-yl)phenyl)thiazole-4-carboxylate (50 mg) in dichloromethane (5 mL) was cooled to −78° C., then deoxo-fluor (1.5 equiv., 50 wt % solution in to... Reactants: CN1CCC(c2c[nH]c3ccc(B(O)O)cc23)CC1, Clc1nc2ccccc2[nH]1, [Na+], [Na+], O=C([O-])[O-], C1CCOC1. Product: CN1CCC(c2c[nH]c3ccc(-c4nc5ccccc5[nH]4)cc23)CC1. Reaction SMILES: [CH3:1][N:2]1[CH2:3][CH2:4][CH:5]([c:8]2[cH:9][nH:10][c:11]3[cH:12][cH:13][c:14]([B:17]([OH:18])[OH:19])[cH:15][c:16]23)[CH2:6][CH2:7]1.[Cl:20][c:21]1[nH:22][c:23]2[c:24]([n:25]1)[cH:26][cH:27][cH:28][cH:29]2.[Na+:30].[Na+:31].[O-:32][C:33](=[O:34])[O-:35].[O:36]1[CH2:37][CH2:38][CH2:39][CH2:40]1>>[CH3:1][N:2]1[CH2:3][CH2:4][CH:5]([c:8]2[cH:9][nH:10][c:11]3[cH:12][cH:13][c:14](-[c:21]4[n:22][c:23]5[c:24]([nH:25]4)[cH:26][cH:27][cH:28][cH:29]5)[cH:15][c:16]23)[CH2:6][CH2:7]1. Reactants: ClC1=CC=C(N=N1)OC1=CC=C(C=C1)CC (6-chloro-3-(4-ethylphenoxy)pyridazine), CC=1C=C(C=CC1)N1CCNCC1 (1-(3-methylphenyl)piperazine), [OH-].[NH4+] (ammonium hydroxide). Solvent: ClC(Cl)Cl (trichloromethane). Reaction conditions: temperature 110 celsius, time 8 hour. The product is C(C)C1=CC=C(OC=2N=NC(=CC2)N2CCN(CC2)C2=CC(=CC=C2)C)C=C1 (3-(4-ethylphenoxy)-6-[4-(3-methylphenyl)-1-piperazinyl]pyridazine). The yield is 27.0%. Reaction SMILES: Cl[C:2]1[N:7]=[N:6][C:5]([O:8][C:9]2[CH:14]=[CH:13][C:12]([CH2:15][CH3:16])=[CH:11][CH:10]=2)=[CH:4][CH:3]=1.[CH3:17][C:18]1[CH:19]=[C:20]([N:24]2[CH2:29][CH2:28][NH:27][CH2:26][CH2:25]2)[CH:21]=[CH:22][CH:23]=1.[OH-].[NH4+]>ClC(Cl)Cl>[CH2:15]([C:12]1[CH:13]=[CH:14][C:9]([O:8][C:5]2[N:6]=[N:7][C:2]([N:27]3[CH2:28][CH2:29][N:24]([C:20]4[CH:21]=[CH:22][CH:23]=[C:18]([CH3:17])[CH:19]=4)[CH2:25][CH2:26]3)=[CH:3][CH:4]=2)=[CH:10][CH:11]=1)[CH3:16] |f:2.3|. Reported procedure: A mixture of 4 parts of 6-chloro-3-(4-ethylphenoxy)pyridazine and 6 parts of 1-(3-methylphenyl)piperazine was stirred and heated for 3 hours in an oil bath at 110° C. The whole was alloWed to stand overnight. Concentrate ammonium hydroxide and trichloromethane were added. The precipitate was filtered off and the filtrate was purified by column chromatography over silica gel using a mixture of trichloromethane and methanol (95:5 by volume) as eluent. The pure fractions were collected and the elue... The reactants are COC1=CC=C(C(=O)CC(=O)OCC)C=C1 (ethyl p-methoxybenzoylacetate), CN(N)C1=CC=CC=C1 (1-methyl-1-phenylhydrazine), O (water). Solvent: C(C)(=O)O (acetic acid). Conditions: time 12 hour. The product is COC1=CC=C(C=C1)C(CC(=O)OCC)=NN(C1=CC=CC=C1)C (ethyl 3-(4-methoxyphenyl)-3-(N-methyl-N-phenylhydrazono)propionate). Yield: 99.0%. RXN SMILES: [CH3:1][O:2][C:3]1[CH:16]=[CH:15][C:6]([C:7]([CH2:9][C:10]([O:12][CH2:13][CH3:14])=[O:11])=O)=[CH:5][CH:4]=1.[CH3:17][N:18]([C:20]1[CH:25]=[CH:24][CH:23]=[CH:22][CH:21]=1)[NH2:19].O>C(O)(=O)C>[CH3:1][O:2][C:3]1[CH:16]=[CH:15][C:6]([C:7](=[N:19][N:18]([CH3:17])[C:20]2[CH:25]=[CH:24][CH:23]=[CH:22][CH:21]=2)[CH2:9][C:10]([O:12][CH2:13][CH3:14])=[O:11])=[CH:5][CH:4]=1. Reported procedure: In 60 ml of acetic acid were dissolved 15 g of ethyl p-methoxybenzoylacetate and 8.25 g of 1-methyl-1-phenylhydrazine and the resulting solution was stirred at room temperature for 12 hours. The reaction mixture was poured into iced water and extracted with ethyl acetate. The extract was washed with aqueous solution of sodium hydrogen carbonate and water in that order, dried over anhydrous magnesium sulfate and concentrated to provide 21.8 g of the desired compound as a yellow oil.